This data is from the Open Reaction Database (ORD), a public repository of structured organic reaction records. The task is: describe an organic reaction: reactants, conditions, products, and yield RXN SMILES: C([NH:3][C:4]1[S:5][CH:6]=[C:7]([C:9](=[N:26][O:27][CH2:28][C:29]([F:32])([F:31])[F:30])[C:10]([NH:12][CH:13]2[C:24](=[O:25])[N:15]3[C:16]([C:21]([OH:23])=[O:22])=[C:17]([Cl:20])[CH2:18][S:19][C@H:14]23)=[O:11])[N:8]=1)=O.Cl>CO>[NH2:3][C:4]1[S:5][CH:6]=[C:7]([C:9](=[N:26][O:27][CH2:28][C:29]([F:30])([F:32])[F:31])[C:10]([NH:12][CH:13]2[C:24](=[O:25])[N:15]3[C:16]([C:21]([OH:23])=[O:22])=[C:17]([Cl:20])[CH2:18][S:19][C@H:14]23)=[O:11])[N:8]=1. Reactants: C(=O)NC=1SC=C(N1)C(C(=O)NC1[C@@H]2N(C(=C(CS2)Cl)C(=O)O)C1=O)=NOCC(F)(F)F (7-[2-(2-Formamidothiazol-4-yl)-2-(2,2,2-trifluoroethoxyimino)acetamido]-3-chloro-3-cephem-4-carboxylic acid), Cl (hydrochloric acid). Procedure details: 7-[2-(2-Formamidothiazol-4-yl)-2-(2,2,2-trifluoroethoxyimino)acetamido]-3-chloro-3-cephem-4-carboxylic acid (syn isomer, 0.7 g.), conc.hydrochloric acid (0.43 ml.) and methanol (B 16 ml.) were treated in a similar manner to that of Example 21-(3) to give 7-[2-(2-aminothiazol-4-yl)-2-(2,2,2-trifluoroethoxyimino)acetamido]-3-chloro-3-cephem-4-carboxylic acid (syn isomer, 0.65 g.) Yields the product NC=1SC=C(N1)C(C(=O)NC1[C@@H]2N(C(=C(CS2)Cl)C(=O)O)C1=O)=NOCC(F)(F)F (7-[2-(2-aminothiazol-4-yl)-2-(2,2,2-trifluoroethoxyimino)acetamido]-3-chloro-3-cephem-4-carboxylic acid). The yield is 98.2%. Solvent: CO (methanol). Reactants: C(#N)CC(CN)COCCCCCCCCCCCCCCCC (2-cyanomethyl-3-hexadecyloxypropylamine), ClCCCS(=O)(=O)NCC(CSCCCCCCCCCCCCCCCC)OC (3-(3-chloropropylsulfonylamino)-1-hexadecylthio-2-methoxypropane). Yields the product ClCCCS(=O)(=O)NCC(COCCCCCCCCCCCCCCCC)CC#N (1-(3-chloropropylsulfonylamino)-2-cyanomethyl-3-hexadecyloxypropane). As a reaction SMILES: [C:1]([CH2:3][CH:4]([CH2:7][O:8][CH2:9][CH2:10][CH2:11][CH2:12][CH2:13][CH2:14][CH2:15][CH2:16][CH2:17][CH2:18][CH2:19][CH2:20][CH2:21][CH2:22][CH2:23][CH3:24])[CH2:5][NH2:6])#[N:2].[Cl:25][CH2:26][CH2:27][CH2:28][S:29](NCC(OC)CSCCCCCCCCCCCCCCCC)(=[O:31])=[O:30]>>[Cl:25][CH2:26][CH2:27][CH2:28][S:29]([NH:6][CH2:5][CH:4]([CH2:3][C:1]#[N:2])[CH2:7][O:8][CH2:9][CH2:10][CH2:11][CH2:12][CH2:13][CH2:14][CH2:15][CH2:16][CH2:17][CH2:18][CH2:19][CH2:20][CH2:21][CH2:22][CH2:23][CH3:24])(=[O:31])=[O:30]. Procedure details: The crude 2-cyanomethyl-3-hexadecyloxypropylamine IVn1 prepared above is allowed to react by the same procedure as described in (4). The summary of the experimental condition and the physical data of the product are listed in Table 7. Starting materials: C(C)OC(C1=CN=C(C=C1)C#CC1=CC=C(C=C1)C(C)(C)C)=O (Ethyl-6-(4-tert-butylphenylethynyl)nicotinate), C(C)(C)(C)C1=CC=C(C=C1)C#C (4-tert-butylphenyl ethyne), C(C)(C)(C)C1=CC=C(C=C1)C#C (4-tert-butylphenyl ethyne). Product: C(C)OC(C1=CN=C(C=C1)C#CC1=CC(=CC=C1)C(C)(C)C)=O (Ethyl-6-(3-tert-butylphenylethynyl)nicotinate). RXN SMILES: [CH2:1]([O:3][C:4](=[O:23])[C:5]1[CH:10]=[CH:9][C:8]([C:11]#[C:12][C:13]2[CH:18]=[CH:17][C:16](C(C)(C)C)=[CH:15][CH:14]=2)=[N:7][CH:6]=1)[CH3:2].[C:24](C1C=CC(C#C)=CC=1)([CH3:27])([CH3:26])[CH3:25]>>[CH2:1]([O:3][C:4](=[O:23])[C:5]1[CH:10]=[CH:9][C:8]([C:11]#[C:12][C:13]2[CH:14]=[CH:15][CH:16]=[C:17]([C:24]([CH3:27])([CH3:26])[CH3:25])[CH:18]=2)=[N:7][CH:6]=1)[CH3:2]. Reported procedure: Using the same general procedure as described for Compound 3, but using instead 3-tert-butylphenylethyne (Compound 19), the title compound was synthesized as a white solid. PMR (CDCl3): & 1.34 (9H, s), 1.42 (3H, t, J~7.2 Hz), 4.43 (2H, q, J~7.2 Hz), 7.28-7.36 (1H, m), 7.40-7.46 (2H, m), 7.60 (1H, d, J~8.1 Hz), 7.67 (1H, s), 8.29 (1H, dd, J~8.1 Hz, 2.1 Hz), 9.21 (1H, d, J~2.1 Hz). The reactants are [Al+3], COc1ccccc1, CCOC(C)=O, [Cl-], [Cl-], [Cl-], COc1ccc(CN2C(=O)OC(CNC(=O)c3ccc(F)cc3)(C(F)(F)F)c3cc(N4CCCC4=O)ccc32)cc1, O. The product is O=C1Nc2ccc(N3CCCC3=O)cc2C(CNC(=O)c2ccc(F)cc2)(C(F)(F)F)O1. Reaction SMILES: [Al+3:45].[CH3:47][O:48][c:49]1[cH:50][cH:51][cH:52][cH:53][cH:54]1.[CH3:55][CH2:56][O:57][C:58](=[O:59])[CH3:60].[Cl-:42].[Cl-:43].[Cl-:44].[F:1][c:2]1[cH:3][cH:4][c:5]([C:6](=[O:7])[NH:8][CH2:9][C:10]2([C:36]([F:37])([F:38])[F:39])[O:11][C:12](=[O:35])[N:13]([CH2:26][c:27]3[cH:28][cH:29][c:30]([O:31][CH3:32])[cH:33][cH:34]3)[c:14]3[c:15]2[cH:16][c:17]([N:20]2[C:21](=[O:25])[CH2:22][CH2:23][CH2:24]2)[cH:18][cH:19]3)[cH:40][cH:41]1.[OH2:46]>>[F:1][c:2]1[cH:3][cH:4][c:5]([C:6](=[O:7])[NH:8][CH2:9][C:10]2([C:36]([F:37])([F:38])[F:39])[O:11][C:12](=[O:35])[NH:13][c:14]3[c:15]2[cH:16][c:17]([N:20]2[C:21](=[O:25])[CH2:22][CH2:23][CH2:24]2)[cH:18][cH:19]3)[cH:40][cH:41]1. Starting materials: C(C)(C)(C)OC(=O)NC(C1=CC=C(C=C1)NC(C(=O)O)C1=C(C=CC(=C1)OC)OCC(=O)O)=N ((RS)-[4-(tert-butoxy carbonylamino-imino-methyl)-phenylamino]-(2-carboxymethoxy-5-methoxy-phenyl)-acetic acid), C(=O)(C(F)(F)F)O (TFA). Run in C(Cl)Cl (methylene chloride). Yields the product C(N)(=N)C1=CC=C(C=C1)NC(C(=O)O)C1=C(C=CC(=C1)OC)OCC(=O)O ((RS)-(4-carbamimidoyl-phenylamino)-(2-carboxymethoxy-5-methoxy-phenyl)-acetic acid). Reaction SMILES: C(OC([NH:8][C:9](=[NH:34])[C:10]1[CH:15]=[CH:14][C:13]([NH:16][CH:17]([C:21]2[CH:26]=[C:25]([O:27][CH3:28])[CH:24]=[CH:23][C:22]=2[O:29][CH2:30][C:31]([OH:33])=[O:32])[C:18]([OH:20])=[O:19])=[CH:12][CH:11]=1)=O)(C)(C)C.C(O)(C(F)(F)F)=O>C(Cl)Cl>[C:9]([C:10]1[CH:11]=[CH:12][C:13]([NH:16][CH:17]([C:21]2[CH:26]=[C:25]([O:27][CH3:28])[CH:24]=[CH:23][C:22]=2[O:29][CH2:30][C:31]([OH:33])=[O:32])[C:18]([OH:20])=[O:19])=[CH:14][CH:15]=1)(=[NH:8])[NH2:34]. Procedure details: 356 mg of (RS)-[4-(tert-butoxy carbonylamino-imino-methyl)-phenylamino]-(2-carboxymethoxy-5-methoxy-phenyl)-acetic acid were stirred in 3.7 ml of methylene chloride and 3.7 ml of TFA for one hour. The reaction mixture was evaporated in a vacuum and the residue was chromatographed on silica gel with ethyl acetate-acetone-water-acetic acid (6:2:1:1). From ethyl acetate-acetone-water-acetic acid (12:2:1:1) there was obtained crystalline (RS)-(4-carbamimidoyl-phenylamino)-(2-carboxymethoxy-5-methoxy... As a reaction SMILES: C[O:2][C:3](=[O:20])[C:4]1[CH:9]=[CH:8][CH:7]=[CH:6][C:5]=1[NH:10][C:11](=[O:19])[C:12]1[CH:17]=[CH:16][C:15](I)=[CH:14][CH:13]=1.[CH:21]1[C:26]([OH:27])=[CH:25][CH:24]=[C:23]([CH3:28])[CH:22]=1>>[C:23]1([CH3:28])[CH:22]=[CH:21][C:26]([O:27][C:15]2[CH:16]=[CH:17][C:12]([C:11]([NH:10][C:5]3[CH:6]=[CH:7][CH:8]=[CH:9][C:4]=3[C:3]([OH:2])=[O:20])=[O:19])=[CH:13][CH:14]=2)=[CH:25][CH:24]=1. Yields the product C1(=CC=C(C=C1)OC1=CC=C(C(=O)NC2=C(C(=O)O)C=CC=C2)C=C1)C (2-(4-p-Tolyloxy-benzoylamino)-benzoic acid). Procedure details: In analogy to example 2,2-(4-p-Tolyloxy-benzoylamino)-benzoic acid was prepared from 2-(4-iodo-benzoylamino)-benzoic acid methyl ester [75541-84-3] and p-cresol. MS (m/e): 346.3 (M−H−, 100%). Starting materials: 2,2-(4-p-Tolyloxy-benzoylamino)-benzoic acid, COC(C1=C(C=CC=C1)NC(C1=CC=C(C=C1)I)=O)=O (2-(4-iodo-benzoylamino)-benzoic acid methyl ester), C1=CC(=CC=C1O)C (p-cresol). The reactants are CC#N, CC1CN(c2c(C=O)cc(B3OC(C)(C)C(C)(C)O3)c(F)c2F)CC(C)O1, CCOC(C)=O, Cl[Pd]Cl, Ic1cnccn1, [Na+], [Na+], O=C([O-])[O-], O, O, c1ccc(P(c2ccccc2)c2ccccc2)cc1, c1ccc(P(c2ccccc2)c2ccccc2)cc1. Yields the product CC1CN(c2c(C=O)cc(-c3cnccn3)c(F)c2F)CC(C)O1. As a reaction SMILES: [C:35](#[N:36])[CH3:37].[CH3:1][CH:2]1[O:3][CH:4]([CH3:27])[CH2:5][N:6]([c:8]2[c:9]([CH:10]=[O:11])[cH:12][c:13]([B:18]3[O:19][C:20]([CH3:21])([CH3:22])[C:23]([CH3:24])([CH3:25])[O:26]3)[c:14]([F:17])[c:15]2[F:16])[CH2:7]1.[CH3:45][CH2:46][O:47][C:48]([CH3:49])=[O:50].[Cl:52][Pd:53][Cl:54].[I:38][c:39]1[n:40][cH:41][cH:42][n:43][cH:44]1.[Na+:28].[Na+:29].[O-:30][C:31](=[O:32])[O-:33].[OH2:34].[OH2:51].[c:55]1([P:56]([c:57]2[cH:58][cH:59][cH:60][cH:61][cH:62]2)[c:63]2[cH:64][cH:65][cH:66][cH:67][cH:68]2)[cH:69][cH:70][cH:71][cH:72][cH:73]1.[c:74]1([P:75]([c:76]2[cH:77][cH:78][cH:79][cH:80][cH:81]2)[c:82]2[cH:83][cH:84][cH:85][cH:86][cH:87]2)[cH:88][cH:89][cH:90][cH:91][cH:92]1>>[CH3:1][CH:2]1[O:3][CH:4]([CH3:27])[CH2:5][N:6]([c:8]2[c:9]([CH:10]=[O:11])[cH:12][c:13](-[c:39]3[n:40][cH:41][cH:42][n:43][cH:44]3)[c:14]([F:17])[c:15]2[F:16])[CH2:7]1.